This data is from the Open Reaction Database (ORD), a public repository of structured organic reaction records. The task is: describe an organic reaction: reactants, conditions, products, and yield Reactants: Cc1ccccc1, CCN(C(C)C)C(C)C, Oc1ccnc2c(-c3ccc(Cl)cc3)c(-c3ccccc3Cl)nn12, O=P(Cl)(Cl)Cl. Product: Clc1ccc(-c2c(-c3ccccc3Cl)nn3c(Cl)ccnc23)cc1. RXN SMILES: [CH3:39][c:40]1[cH:41][cH:42][cH:43][cH:44][cH:45]1.[CH:25]([N:26]([CH:27]([CH3:28])[CH3:29])[CH2:30][CH3:31])([CH3:32])[CH3:33].[Cl:1][c:2]1[cH:3][cH:4][c:5](-[c:8]2[c:9](-[c:18]3[c:19]([Cl:24])[cH:20][cH:21][cH:22][cH:23]3)[n:10][n:11]3[c:12]2[n:13][cH:14][cH:15][c:16]3[OH:17])[cH:6][cH:7]1.[P:34]([Cl:35])([Cl:36])([Cl:37])=[O:38]>>[Cl:1][c:2]1[cH:3][cH:4][c:5](-[c:8]2[c:9](-[c:18]3[c:19]([Cl:24])[cH:20][cH:21][cH:22][cH:23]3)[n:10][n:11]3[c:12]2[n:13][cH:14][cH:15][c:16]3[Cl:36])[cH:6][cH:7]1. The reactants are C=CCN1C(=O)C(NC(=O)OC(C)(C)C)COc2ccccc21, Cl, C1COCCO1. Product: C=CCN1C(=O)C(N)COc2ccccc21, Cl. RXN SMILES: [CH2:1]([CH:2]=[CH2:3])[N:4]1[C:5](=[O:23])[CH:6]([NH:15][C:16](=[O:17])[O:18][C:19]([CH3:20])([CH3:21])[CH3:22])[CH2:7][O:8][c:9]2[c:10]1[cH:11][cH:12][cH:13][cH:14]2.[ClH:24].[O:25]1[CH2:26][CH2:27][O:28][CH2:29][CH2:30]1>>[CH2:1]([CH:2]=[CH2:3])[N:4]1[C:5](=[O:23])[CH:6]([NH2:15])[CH2:7][O:8][c:9]2[c:10]1[cH:11][cH:12][cH:13][cH:14]2.[ClH:24]. The reactants are O=C(OCc1ccccc1)ON1C(=O)CCC1=O, C1CCOC1, CC12CC3(C)CC(N)(C1)CC(CO)(C2)C3. The product is CC12CC3(C)CC(CO)(C1)CC(NC(=O)OCc1ccccc1)(C2)C3. Reaction SMILES: [CH2:16]([c:17]1[cH:18][cH:19][cH:20][cH:21][cH:22]1)[O:23][C:24](=[O:25])[O:26][N:27]1[C:28](=[O:29])[CH2:30][CH2:31][C:32]1=[O:33].[CH2:34]1[O:35][CH2:36][CH2:37][CH2:38]1.[NH2:1][C:2]12[CH2:3][C:4]3([CH3:15])[CH2:5][C:6]([CH3:14])([CH2:7][C:8]([CH2:11][OH:12])([CH2:9]1)[CH2:10]3)[CH2:13]2>>[NH:1]([C:2]12[CH2:3][C:4]3([CH3:15])[CH2:5][C:6]([CH3:14])([CH2:7][C:8]([CH2:11][OH:12])([CH2:9]1)[CH2:10]3)[CH2:13]2)[C:24]([O:23][CH2:16][c:17]1[cH:18][cH:19][cH:20][cH:21][cH:22]1)=[O:25]. Reactants: CB1OB(C)OB(C)O1, Cc1ccccc1, NC(C1CCCCC1)C(O)(c1ccccc1)c1ccccc1. Product: CB1NC(C2CCCCC2)C(c2ccccc2)(c2ccccc2)O1. RXN SMILES: [CH3:23][B:24]1[O:25][B:26]([CH3:27])[O:28][B:29]([CH3:30])[O:31]1.[CH3:32][c:33]1[cH:34][cH:35][cH:36][cH:37][cH:38]1.[NH2:1][CH:2]([C:3]([OH:4])([c:5]1[cH:6][cH:7][cH:8][cH:9][cH:10]1)[c:11]1[cH:12][cH:13][cH:14][cH:15][cH:16]1)[CH:17]1[CH2:18][CH2:19][CH2:20][CH2:21][CH2:22]1>>[NH:1]1[CH:2]([CH:17]2[CH2:18][CH2:19][CH2:20][CH2:21][CH2:22]2)[C:3]([c:5]2[cH:6][cH:7][cH:8][cH:9][cH:10]2)([c:11]2[cH:12][cH:13][cH:14][cH:15][cH:16]2)[O:4][B:24]1[CH3:23]. Starting materials: CC1=NC=CC(=C1)N1N=CC=C1 (2-methyl-4-(1H-pyrazol-1-yl)pyridine), BrN1C(CCC1=O)=O (N-bromo succinimide), C(C1=CC=CC=C1)(=O)OOC(C1=CC=CC=C1)=O (benzoyl peroxide). The solvent is C(Cl)(Cl)(Cl)Cl (CCl4). The product is BrCC1=NC=CC(=C1)N1N=CC=C1 (2-(bromomethyl)-4-(1H-pyrazol-1-yl)pyridine). Yield: 24.6%. As a reaction SMILES: [CH3:1][C:2]1[CH:7]=[C:6]([N:8]2[CH:12]=[CH:11][CH:10]=[N:9]2)[CH:5]=[CH:4][N:3]=1.[Br:13]N1C(=O)CCC1=O.C(OOC(=O)C1C=CC=CC=1)(=O)C1C=CC=CC=1>C(Cl)(Cl)(Cl)Cl>[Br:13][CH2:1][C:2]1[CH:7]=[C:6]([N:8]2[CH:12]=[CH:11][CH:10]=[N:9]2)[CH:5]=[CH:4][N:3]=1. Procedure details: To a stirred solution of 2-methyl-4-(1H-pyrazol-1-yl)pyridine (300 mg, 1.9 mmol) in CCl4 (25 mL), N-bromo succinimide (304 mg, 1.71 mmol) and benzoyl peroxide (23 mg, 0.09 mmol) were added and heated to reflux for 16 h. The reaction mixture was cooled to rt and precipitated succinimide was filtered. The filtrate was absorbed on silicagel and concentrated under reduced pressure. The crude product was purified flash column chromatography (eluent: 5% ethyl acetate in hexane) to yield the title comp... Starting materials: Cc1ccccc1, O=C=NC1CCCCC1, Clc1ccc(-n2nc3ccccc3c2NC2CCCCC2)cc1. The product is O=C(NC1CCCCC1)N(c1c2ccccc2nn1-c1ccc(Cl)cc1)C1CCCCC1. RXN SMILES: [CH3:33][c:34]1[cH:35][cH:36][cH:37][cH:38][cH:39]1.[CH:24]1([N:30]=[C:31]=[O:32])[CH2:25][CH2:26][CH2:27][CH2:28][CH2:29]1.[Cl:1][c:2]1[cH:3][cH:4][c:5](-[n:8]2[n:9][c:10]3[cH:11][cH:12][cH:13][cH:14][c:15]3[c:16]2[NH:17][CH:18]2[CH2:19][CH2:20][CH2:21][CH2:22][CH2:23]2)[cH:6][cH:7]1>>[Cl:1][c:2]1[cH:3][cH:4][c:5](-[n:8]2[n:9][c:10]3[cH:11][cH:12][cH:13][cH:14][c:15]3[c:16]2[N:17]([CH:18]2[CH2:19][CH2:20][CH2:21][CH2:22][CH2:23]2)[C:31]([NH:30][CH:24]2[CH2:25][CH2:26][CH2:27][CH2:28][CH2:29]2)=[O:32])[cH:6][cH:7]1. The reactants are C(C1=CC=CC=C1)(C1=CC=CC=C1)(C1=CC=CC=C1)N1C=NC=C1 (1-tritylimidazole), C(CCC)[Li] (n-butyl-lithium), O (water), ClC(=O)OC (methyl chloroformate). The solvent is O1CCCC1 (tetrahydrofuran), CCCCCC (hexane). Run at time 1 hour. Yields the product C(=O)(OC)C=1N(C=CN1)C(C1=CC=CC=C1)(C1=CC=CC=C1)C1=CC=CC=C1 (2-CARBOMETHOXY-1-TRITYLIMIDAZOLE). Isolated yield 21.7%. RXN SMILES: [C:1]([N:20]1[CH:24]=[CH:23][N:22]=[CH:21]1)([C:14]1[CH:19]=[CH:18][CH:17]=[CH:16][CH:15]=1)([C:8]1[CH:13]=[CH:12][CH:11]=[CH:10][CH:9]=1)[C:2]1[CH:7]=[CH:6][CH:5]=[CH:4][CH:3]=1.C([Li])CCC.Cl[C:31]([O:33][CH3:34])=[O:32].O>O1CCCC1.CCCCCC>[C:31]([C:21]1[N:20]([C:1]([C:8]2[CH:13]=[CH:12][CH:11]=[CH:10][CH:9]=2)([C:14]2[CH:15]=[CH:16][CH:17]=[CH:18][CH:19]=2)[C:2]2[CH:7]=[CH:6][CH:5]=[CH:4][CH:3]=2)[CH:24]=[CH:23][N:22]=1)([O:33][CH3:34])=[O:32]. Reported procedure: To a stirred solution of 12.4 g (40 mmol.) of 1-tritylimidazole in 250 mL of tetrahydrofuran, under argon, at 0° C. was added 20 mL (48 mmol.) of a solution of n-butyl-lithium in hexane. After the solution was allowed to warm to ambient temperature, it was stirred for 1 hour and then 3.4 mL (50 mmol.) of methyl chloroformate was added dropwise. The mixture was stirred for 20 hours at 25° C., 100 mL of water was added and then the mixture was concentrated in vacuo. The residue was extracted with ...